This data is from the Open Reaction Database (ORD), a public repository of structured organic reaction records. The task is: describe an organic reaction: reactants, conditions, products, and yield The reactants are N1=C(C=CC2=CC=CC=C12)CC(C(=O)OCC)(C(=O)OCC)OC1OCCCC1 (ethyl 3-(quinolin-2-yl)-2-(2-tetrahydropyranyloxy)-2-ethoxycarbonyl-propanoate), [Li+].[OH-] (LiOH). Run in CO (MeOH), CO (methanol). Run at time 12 hour. The product is N1=C(C=CC2=CC=CC=C12)CC(C(=O)O)(C(=O)O)OC1OCCCC1 (3-(quinolin-2-yl)-2-(2-tetrahydropyranyloxy)-2-carboxy-propanoic acid). The yield is 90.7%. Reaction SMILES: [N:1]1[C:10]2[C:5](=[CH:6][CH:7]=[CH:8][CH:9]=2)[CH:4]=[CH:3][C:2]=1[CH2:11][C:12]([O:23][CH:24]1[CH2:29][CH2:28][CH2:27][CH2:26][O:25]1)([C:18]([O:20]CC)=[O:19])[C:13]([O:15]CC)=[O:14].[Li+].[OH-]>CO>[N:1]1[C:10]2[C:5](=[CH:6][CH:7]=[CH:8][CH:9]=2)[CH:4]=[CH:3][C:2]=1[CH2:11][C:12]([O:23][CH:24]1[CH2:29][CH2:28][CH2:27][CH2:26][O:25]1)([C:13]([OH:15])=[O:14])[C:18]([OH:20])=[O:19] |f:1.2|. Procedure: A solution of ethyl 3-(quinolin-2-yl)-2-(2-tetrahydropyranyloxy)-2-ethoxycarbonyl-propanoate (0.5 g) in 5 ml of methanol is hydrolysed by treatment with a LiOH in MeOH--H2 0 solution. After 12 h at r.t., the solvent is evaporated off under vacuum and the residue is partitioned between AcOEt and an excess of a monobasic potassium phosphate saturated solution. The organic phase is separated, dried, evaporated to dryness to obtain 0.39 g of 3-(quinolin-2-yl)-2-(2-tetrahydropyranyloxy)-2-carboxy-pro... The reactants are COc1cc2c(cc1OC)CC(=O)N(CCCN(C)CCOc1ccc(Cl)c(Cl)c1)CC2, Cl, Cl, C1COCCO1, O, O=[Se]=O. Product: COc1cc2c(cc1OC)C(=O)C(=O)N(CCCN(C)CCOc1ccc(Cl)c(Cl)c1)CC2. RXN SMILES: [CH3:2][O:3][c:4]1[cH:5][c:6]2[c:7]([cH:30][c:31]1[O:32][CH3:33])[CH2:8][C:9](=[O:29])[N:10]([CH2:13][CH2:14][CH2:15][N:16]([CH2:17][CH2:18][O:19][c:20]1[cH:21][c:22]([Cl:27])[c:23]([Cl:26])[cH:24][cH:25]1)[CH3:28])[CH2:11][CH2:12]2.[ClH:1].[ClH:37].[O:38]1[CH2:39][CH2:40][O:41][CH2:42][CH2:43]1.[OH2:44].[Se:34](=[O:35])=[O:36]>>[CH3:2][O:3][c:4]1[cH:5][c:6]2[c:7]([cH:30][c:31]1[O:32][CH3:33])[C:8](=[O:35])[C:9](=[O:29])[N:10]([CH2:13][CH2:14][CH2:15][N:16]([CH2:17][CH2:18][O:19][c:20]1[cH:21][c:22]([Cl:27])[c:23]([Cl:26])[cH:24][cH:25]1)[CH3:28])[CH2:11][CH2:12]2. The reactants are C(#N)C1=C(C=CC=C1)C1=CC=C(C=C1)CC1=C(N=C(N(C1=O)C1=CC=C(OC(C(=O)OC)(C)C)C=C1)C)CCC (methyl 2-(4-{5-[(2′-cyanobiphenyl-4-yl)methyl]-2-methyl-6-oxo-4-propylpyrimidin-1(6H)-yl}phenoxy)-2-methylpropanoate), lithium tetrahydroboron, C(C)(=O)OCC (Ethyl acetate), O (water). Solvent: O1CCCC1 (tetrahydrofuran). Run at time 24 hour. The product is OCC(OC1=CC=C(C=C1)N1C(=NC(=C(C1=O)CC1=CC=C(C=C1)C=1C(=CC=CC1)C#N)CCC)C)(C)C (4′-({1-[4-(2-hydroxy-1,1-dimethylethoxy)phenyl]-2-methyl-6-oxo-4-propyl-1,6-dihydropyrimidin-5-yl}methyl)biphenyl-2-carbonitrile). Reaction SMILES: [C:1]([C:3]1[CH:8]=[CH:7][CH:6]=[CH:5][C:4]=1[C:9]1[CH:14]=[CH:13][C:12]([CH2:15][C:16]2[C:21](=[O:22])[N:20]([C:23]3[CH:36]=[CH:35][C:26]([O:27][C:28]([CH3:34])([CH3:33])[C:29](OC)=[O:30])=[CH:25][CH:24]=3)[C:19]([CH3:37])=[N:18][C:17]=2[CH2:38][CH2:39][CH3:40])=[CH:11][CH:10]=1)#[N:2].C(OCC)(=O)C.O>O1CCCC1>[OH:30][CH2:29][C:28]([CH3:33])([CH3:34])[O:27][C:26]1[CH:35]=[CH:36][C:23]([N:20]2[C:21](=[O:22])[C:16]([CH2:15][C:12]3[CH:13]=[CH:14][C:9]([C:4]4[C:3]([C:1]#[N:2])=[CH:8][CH:7]=[CH:6][CH:5]=4)=[CH:10][CH:11]=3)=[C:17]([CH2:38][CH2:39][CH3:40])[N:18]=[C:19]2[CH3:37])=[CH:24][CH:25]=1. Procedure details: To a solution of methyl 2-(4-{5-[(2′-cyanobiphenyl-4-yl)methyl]-2-methyl-6-oxo-4-propylpyrimidin-1(6H)-yl}phenoxy)-2-methylpropanoate (0.97 g) in tetrahydrofuran (10 mL) was added lithium tetrahydroboron (0.048 g), and the mixture was stirred at room temperature for 24 hr. Ethyl acetate and water were added to the reaction mixture, and the mixture was extracted with ethyl acetate. The organic layer was washed with saturated brine and dried over anhydrous magnesium sulfate. The solvent was evapor... Reactants: [BH4-], CO, CC(C)(C=O)c1cc(F)c2c(=O)[nH]ccc2c1, [Na+]. Yields the product CC(C)(CO)c1cc(F)c2c(=O)[nH]ccc2c1. RXN SMILES: [BH4-:18].[CH3:20][OH:21].[F:1][c:2]1[cH:3][c:4]([C:13]([CH:14]=[O:15])([CH3:16])[CH3:17])[cH:5][c:6]2[cH:7][cH:8][nH:9][c:10](=[O:12])[c:11]12.[Na+:19]>>[F:1][c:2]1[cH:3][c:4]([C:13]([CH2:14][OH:15])([CH3:16])[CH3:17])[cH:5][c:6]2[cH:7][cH:8][nH:9][c:10](=[O:12])[c:11]12. The reactants are ClC(CN(C(OCC)=O)CC=O)=C (ethyl N-(2-chloroallyl)-N-(2 -oxoethyl)-carbamate), CN[C@@H](C)C(=O)O (N-methylalanine). Solvent: C1(=CC=CC=C1)C (toluene). Product: ClC12CC(N(C2CN(C1)C(=O)OCC)C)C (Ethyl 5-chloro-2,3-dimethyl-2,7-diazabicyclo[3.3.0]-octane-7-carboxylate). Reaction SMILES: [Cl:1][C:2](=[CH2:13])[CH2:3][N:4]([CH2:10][CH:11]=O)[C:5](=[O:9])[O:6][CH2:7][CH3:8].[CH3:14][NH:15][C@H:16](C(O)=O)[CH3:17]>C1(C)C=CC=CC=1>[Cl:1][C:2]12[CH2:3][N:4]([C:5]([O:6][CH2:7][CH3:8])=[O:9])[CH2:10][CH:11]1[N:15]([CH3:14])[CH:16]([CH3:17])[CH2:13]2. Procedure: 10.3 g (50 mmol) of ethyl N-(2-chloroallyl)-N-(2 -oxoethyl)-carbamate are heated under reflux overnight with 5.2 g (50.5 mmol) of N-methylalanine in 200 ml of toluene. The mixture is concentrated and the residue is distilled. Starting materials: COC(C1=CC(=NC=C1)Cl)=O (2-Chloroisonicotinic acid methyl ester), N1C=CC2=CC(=CC=C12)B(O)O (1H-indole-5-boronic acid), C([O-])([O-])=O.[Na+].[Na+] (sodium carbonate), C(C)(=O)OCC (ethyl acetate). The reagents and catalysts are C=1C=CC(=CC1)[P](C=2C=CC=CC2)(C=3C=CC=CC3)[Pd]([P](C=4C=CC=CC4)(C=5C=CC=CC5)C=6C=CC=CC6)([P](C=7C=CC=CC7)(C=8C=CC=CC8)C=9C=CC=CC9)[P](C=1C=CC=CC1)(C=1C=CC=CC1)C=1C=CC=CC1 (tetrakis(triphenylphosphine)palladium). The solvent is C1(=CC=CC=C1)C (toluene). Run at time 12 hour. The product is COC(C1=CC(=NC=C1)C=1C=C2C=CNC2=CC1)=O (2-(1H-indol-5-yl)isonicotinic acid methyl ester). The yield is 24.5%. As a reaction SMILES: [CH3:1][O:2][C:3](=[O:11])[C:4]1[CH:9]=[CH:8][N:7]=[C:6](Cl)[CH:5]=1.[NH:12]1[C:20]2[C:15](=[CH:16][C:17](B(O)O)=[CH:18][CH:19]=2)[CH:14]=[CH:13]1.C(=O)([O-])[O-].[Na+].[Na+].C(OCC)(=O)C>C1(C)C=CC=CC=1.C1C=CC([P]([Pd]([P](C2C=CC=CC=2)(C2C=CC=CC=2)C2C=CC=CC=2)([P](C2C=CC=CC=2)(C2C=CC=CC=2)C2C=CC=CC=2)[P](C2C=CC=CC=2)(C2C=CC=CC=2)C2C=CC=CC=2)(C2C=CC=CC=2)C2C=CC=CC=2)=CC=1>[CH3:1][O:2][C:3](=[O:11])[C:4]1[CH:9]=[CH:8][N:7]=[C:6]([C:17]2[CH:16]=[C:15]3[C:20](=[CH:19][CH:18]=2)[NH:12][CH:13]=[CH:14]3)[CH:5]=1 |f:2.3.4,^1:46,48,67,86|. Reported procedure: 2-Chloroisonicotinic acid methyl ester (1.22 g, 7.11 mmol), 1H-indole-5-boronic acid (1.15 g, 7.13 mmol), 2M-aqueous sodium carbonate solution (10 mL, 20 mmol) and tetrakis(triphenylphosphine)palladium (0.41 g, 0.35 mmol) were dissolved in toluene (140 mL), and stirred for 12 h under reflux. After completion of the reaction, ethyl acetate (200 mL) was added, and washed with aqueous sodium chloride solution. The organic layer was separated, dried over anhydrous magnesium sulfate, concentrated und...